This data is from the Open Reaction Database (ORD), a public repository of structured organic reaction records. The task is: describe an organic reaction: reactants, conditions, products, and yield The reactants are C(C)(C)(C)OC(=O)N1[C@@H](CCCC1)C(NC=1C=C2C=3C(=C(NC3C1)C1=CC=CC=C1)C=NNC2=O)=O ((2S)-2-(6-Oxo-2-phenyl-5,6-dihydro-1H-[1,2]diazepino[4,5,6-cd]indol-8-ylcarbamoyl)-piperidine-1-carboxylic Acid tert-butyl Ester), Cl (HCl), O1CCOCC1 (dioxane). The product is O=C1NN=CC2=C(NC=3C=C(C=C1C23)NC(=O)[C@H]2NCCCC2)C2=CC=CC=C2 ((2S)-Piperidine-2-carboxylic Acid (6-oxo-2-phenyl-5,6-dihydro-1H-[1,2]diazepino[4,5,6-cd]indol-8-yl)-amide). As a reaction SMILES: C(OC([N:8]1[CH2:13][CH2:12][CH2:11][CH2:10][C@H:9]1[C:14](=[O:36])[NH:15][C:16]1[CH:17]=[C:18]2[C:34](=[O:35])[NH:33][N:32]=[CH:31][C:20]3=[C:21]([C:25]4[CH:30]=[CH:29][CH:28]=[CH:27][CH:26]=4)[NH:22][C:23]([CH:24]=1)=[C:19]23)=O)(C)(C)C.Cl.O1CCOCC1>>[O:35]=[C:34]1[C:18]2[C:19]3[C:20](=[C:21]([C:25]4[CH:30]=[CH:29][CH:28]=[CH:27][CH:26]=4)[NH:22][C:23]=3[CH:24]=[C:16]([NH:15][C:14]([C@@H:9]3[CH2:10][CH2:11][CH2:12][CH2:13][NH:8]3)=[O:36])[CH:17]=2)[CH:31]=[N:32][NH:33]1. Procedure: Preparation of the title compound from Intermediate 137(a) (0.16 g, 0.33 mmol) and 4M HCl in dioxane (1.6 mL, 6.6 mmol) was carried out analogously to Example 91. Isolation, also in an analogous manner, included a further trituration with CH2Cl2/diethyl ether and afforded the title compound (0.132 g) as an orange/yellow powder in 95% yield.